describe an organic reaction: reactants, conditions, products, and yield From a dataset of the Open Reaction Database (ORD), a public repository of structured organic reaction records. Starting materials: O=C(O)C1CCC(c2ccc(Cl)cc2)CC1, Nc1ccc2c(cnn2CCN2CCCC2)c1. The product is O=C(Nc1ccc2c(cnn2CCN2CCCC2)c1)C1CCC(c2ccc(Cl)cc2)CC1. As a reaction SMILES: [Cl:18][c:19]1[cH:20][cH:21][c:22]([CH:25]2[CH2:26][CH2:27][CH:28]([C:31](=[O:32])[OH:33])[CH2:29][CH2:30]2)[cH:23][cH:24]1.[N:1]1([CH2:6][CH2:7][n:8]2[n:9][cH:10][c:11]3[cH:12][c:13]([NH2:17])[cH:14][cH:15][c:16]23)[CH2:2][CH2:3][CH2:4][CH2:5]1>>[N:1]1([CH2:6][CH2:7][n:8]2[n:9][cH:10][c:11]3[cH:12][c:13]([NH:17][C:31]([CH:28]4[CH2:27][CH2:26][CH:25]([c:22]5[cH:21][cH:20][c:19]([Cl:18])[cH:24][cH:23]5)[CH2:30][CH2:29]4)=[O:32])[cH:14][cH:15][c:16]23)[CH2:2][CH2:3][CH2:4][CH2:5]1. The reactants are CO, CO, C[O-], COCCOc1nc(N)c2nc(Br)n(Cc3ccccc3)c2n1, [Na+]. Product: COCCOc1nc(N)c2nc(OC)n(Cc3ccccc3)c2n1. RXN SMILES: [CH3:24][OH:25].[CH3:26][OH:27].[CH3:28][O-:29].[NH2:1][c:2]1[c:3]2[n:4][c:5]([Br:23])[n:6]([CH2:16][c:17]3[cH:18][cH:19][cH:20][cH:21][cH:22]3)[c:7]2[n:8][c:9]([O:11][CH2:12][CH2:13][O:14][CH3:15])[n:10]1.[Na+:30]>>[NH2:1][c:2]1[c:3]2[n:4][c:5]([O:25][CH3:24])[n:6]([CH2:16][c:17]3[cH:18][cH:19][cH:20][cH:21][cH:22]3)[c:7]2[n:8][c:9]([O:11][CH2:12][CH2:13][O:14][CH3:15])[n:10]1. Starting materials: ClC1=C(C2=C(CCN(CC2)C(C(F)(F)F)=O)C=C1)OS(=O)(=O)C(F)(F)F (7-chloro-3-(2,2,2-trifluoroacetyl)-6-trifluoromethanesulfonyloxy-2,3,4,5-tetrahydro-1H-benzo[d]azepine), C1(=CC=CC=C1)P(C1=C(C2=CC=CC=C2C=C1)C1=C(C=CC2=CC=CC=C12)P(C1=CC=CC=C1)C1=CC=CC=C1)C1=CC=CC=C1 (racemic 2,2′-bis(diphenylphosphino)-1,1′-binapthyl), C([O-])([O-])=O.[Cs+].[Cs+] (cesium carbonate), ClC1=C(C2=C(CCN(CC2)C(C(F)(F)F)=O)C=C1)NCCCC1(OCCO1)C (7-chloro-3-(2,2,2-trifluoroacetyl)-6-[3-(2-methyl[1,3]dioxolan-2-yl)-propylamino]-2,3,4,5-tetrahydro-1H-benzo[d]azepine), Cl (HCl), C(#N)[BH3-].[Na+] (sodium cyanoborohydride), CC1(OCCO1)CCCN (3-(2-methyl-[1,3]dioxolan-2-yl)-propylamine). Reagents/catalysts: C=1C=CC(=CC1)/C=C/C(=O)/C=C/C2=CC=CC=C2.C=1C=CC(=CC1)/C=C/C(=O)/C=C/C2=CC=CC=C2.C=1C=CC(=CC1)/C=C/C(=O)/C=C/C2=CC=CC=C2.[Pd].[Pd] (tris(dibenzylideneacetone)dipalladium). Run in CCOC(=O)C (EtOAc), C(Cl)Cl (DCM), C(C)OCC (diethyl ether), CO (methanol), C1(=CC=CC=C1)C (toluene). Conditions: temperature 95 celsius, time 3 hour. Yields the product ClC1=C(C2=C(CCN(CC2)C(C(F)(F)F)=O)C=C1)N1C(CCC1)C ((+/−)-7-Chloro-3-(2,2,2-trifluoroacetyl)-6-(2-methyl-pyrrolidin-1-yl)-2,3,4,5-tetrahydro-1H-benzo[d]azepine). Yield: 81.3%. RXN SMILES: ClC1C=CC2CCN(C(=O)C(F)(F)F)CCC=2C=1OS(C(F)(F)F)(=O)=O.CC1(CCCN)OCCO1.C1(P(C2C=CC=CC=2)C2C=CC3C(=CC=CC=3)C=2C2C3C(=CC=CC=3)C=CC=2P(C2C=CC=CC=2)C2C=CC=CC=2)C=CC=CC=1.C(=O)([O-])[O-].[Cs+].[Cs+].[Cl:89][C:90]1[CH:106]=[CH:105][C:93]2[CH2:94][CH2:95][N:96]([C:99](=[O:104])[C:100]([F:103])([F:102])[F:101])[CH2:97][CH2:98][C:92]=2[C:91]=1[NH:107][CH2:108][CH2:109][CH2:110][C:111]1([CH3:116])OCCO1.Cl.C([BH3-])#N.[Na+]>C1(C)C=CC=CC=1.CCOC(C)=O.C(Cl)Cl.C(OCC)C.C1C=CC(/C=C/C(/C=C/C2C=CC=CC=2)=O)=CC=1.C1C=CC(/C=C/C(/C=C/C2C=CC=CC=2)=O)=CC=1.C1C=CC(/C=C/C(/C=C/C2C=CC=CC=2)=O)=CC=1.[Pd].[Pd].CO>[Cl:89][C:90]1[CH:106]=[CH:105][C:93]2[CH2:94][CH2:95][N:96]([C:99](=[O:104])[C:100]([F:101])([F:103])[F:102])[CH2:97][CH2:98][C:92]=2[C:91]=1[N:107]1[CH2:108][CH2:109][CH2:110][CH:111]1[CH3:116] |f:3.4.5,8.9,14.15.16.17.18|. Procedure details: Place 7-chloro-3-(2,2,2-trifluoroacetyl)-6-trifluoromethanesulfonyloxy-2,3,4,5-tetrahydro-1H-benzo[d]azepine (prepared essentially as described in Preparation 1) (3 g, 7.08 mmol) in toluene (60 mL) with 3-(2-methyl-[1,3]dioxolan-2-yl)-propylamine (prepared essentially as described in Preparation 38) (3.08 g, 21.24 mmol), tris(dibenzylideneacetone)dipalladium (1.3 g, 1.42 mmol), racemic 2,2′-bis(diphenylphosphino)-1,1′-binapthyl (1.77 g, 2.84 mmol), and cesium carbonate (3.3 g, 9.91 mmol) and hea... The reactants are ( b ), FC(C(=O)N1CCC(CC1)C1=CC=C(C(=O)Cl)C=C1)(F)F (4-(1-(2,2,2-trifluoroacetyl)piperidin-4-yl)benzoyl chloride), CCN(C(C)C)C(C)C (DIPEA). The reagents and catalysts are [Pd] (Pd/C). Solvent: CCOC(=O)C (EtOAc). Reaction conditions: time 30 minute. Product: FC(C(=O)N1CCC(CC1)C1=CC=C(C=O)C=C1)(F)F (4-(1-(2,2,2-trifluoroacetyl)piperidin-4-yl)benzaldehyde). The yield is 56.1%. Reaction SMILES: [F:1][C:2]([F:21])([F:20])[C:3]([N:5]1[CH2:10][CH2:9][CH:8]([C:11]2[CH:19]=[CH:18][C:14]([C:15](Cl)=[O:16])=[CH:13][CH:12]=2)[CH2:7][CH2:6]1)=[O:4].CCN(C(C)C)C(C)C>CCOC(C)=O.[Pd]>[F:21][C:2]([F:1])([F:20])[C:3]([N:5]1[CH2:6][CH2:7][CH:8]([C:11]2[CH:12]=[CH:13][C:14]([CH:15]=[O:16])=[CH:18][CH:19]=2)[CH2:9][CH2:10]1)=[O:4]. Procedure: To a flask containing A1Cl3 (534 mg, 4.0 mmol) under an N2 atmosphere was added anhydrous CH2Cl2 (0.1 M), and the drop wise addition of oxalyl chloride (523 μL, 6.0 mmol) over a 20 min period at 15° C. Next, a solution of 2,2,2-trifluoro-1-(4-phenylpiperidin-1-yl)ethanone (17) (2.0 mmol) in anhydrous CH2Cl2 (0.1 M) was added drop-wise to the initial solution over a 45 min period at 15° C. When the reaction was complete as judged by TLC, ice was added to the solution in addition to CaCl2 (1.70 g)... Reactants: Fc1ccc(Br)c(F)c1F, O=C=O, C1CCOC1, [Li]CCCC. Yields the product O=C(O)c1cc(Br)c(F)c(F)c1F. Reaction SMILES: [Br:6][c:7]1[c:8]([F:15])[c:9]([F:14])[c:10]([F:13])[cH:11][cH:12]1.[C:16](=[O:17])=[O:18].[CH2:19]1[O:20][CH2:21][CH2:22][CH2:23]1.[CH3:1][CH2:2][CH2:3][CH2:4][Li:5]>>[Br:6][c:7]1[c:8]([F:15])[c:9]([F:14])[c:10]([F:13])[c:11]([C:16](=[O:17])[OH:18])[cH:12]1. The reactants are CC1=CC=CC(=C1N)N1CCOCC1 (6-methyl-2-morpholinoaniline), CN=C=S (methyl isothiocyanate). Run in ClCCl (dichloromethane). Yields the product CNC(=S)NC1=C(C=CC=C1C)N1CCOCC1 (N-methyl-N'-(6-methyl-2-morpholinophenyl)thiourea). RXN SMILES: [CH3:1][C:2]1[C:7]([NH2:8])=[C:6]([N:9]2[CH2:14][CH2:13][O:12][CH2:11][CH2:10]2)[CH:5]=[CH:4][CH:3]=1.[CH3:15][N:16]=[C:17]=[S:18]>ClCCl>[CH3:15][NH:16][C:17]([NH:8][C:7]1[C:2]([CH3:1])=[CH:3][CH:4]=[CH:5][C:6]=1[N:9]1[CH2:14][CH2:13][O:12][CH2:11][CH2:10]1)=[S:18]. Procedure: Reaction of 6-methyl-2-morpholinoaniline (8.75 g) with methyl isothiocyanate (4.7 g) in dichloromethane (50 ml) at room temperature for four days yielded N-methyl-N'-(6-methyl-2-morpholinophenyl)thiourea (m.p. 182°-183° C.).